This data is from the Open Reaction Database (ORD), a public repository of structured organic reaction records. The task is: describe an organic reaction: reactants, conditions, products, and yield Reactants: C(C1=CC=CC=C1)OC1=NN(C(=C1C(C1=CC=C(C=C1)OC)=O)C1=CC=C(C=C1)N(C)C)C(C)C (3-benzyloxy-5-[4-(N,N-dimethylamino)phenyl]-1-isopropyl-4-(4-methoxybenzoyl)-1H-pyrazole), [BH4-].[Na+] (sodium borohydride), Cl (hydrochloric acid). Solvent: O1CCCC1 (tetrahydrofuran), O1CCCC1 (tetrahydrofuran). Run at time 1 hour. Product: Cl.CN(C)C1=CC=C(C=C1)C1=C(C(NN1C(C)C)=O)CC1=CC=C(C=C1)OC (5-[4-(N,N-Dimethylamino)phenyl]-1-isopropyl-4-(4-methoxyphenyl)methyl-3H-pyrazole-3-on hydrochloride). Reaction SMILES: [BH4-].[Na+].C([O:10][C:11]1[C:15]([C:16](=O)[C:17]2[CH:22]=[CH:21][C:20]([O:23][CH3:24])=[CH:19][CH:18]=2)=[C:14]([C:26]2[CH:31]=[CH:30][C:29]([N:32]([CH3:34])[CH3:33])=[CH:28][CH:27]=2)[N:13]([CH:35]([CH3:37])[CH3:36])[N:12]=1)C1C=CC=CC=1.[ClH:38]>O1CCCC1>[ClH:38].[CH3:34][N:32]([C:29]1[CH:30]=[CH:31][C:26]([C:14]2[N:13]([CH:35]([CH3:36])[CH3:37])[NH:12][C:11](=[O:10])[C:15]=2[CH2:16][C:17]2[CH:18]=[CH:19][C:20]([O:23][CH3:24])=[CH:21][CH:22]=2)=[CH:27][CH:28]=1)[CH3:33] |f:0.1,5.6|. Procedure details: To a suspension of sodium borohydride (0.016 g) in tetrahydrofuran (4 mL) was added 3-benzyloxy-5-[4-(N,N-dimethylamino)phenyl]-1-isopropyl-4-(4-methoxybenzoyl)-1H-pyrazole (0.098 g) in tetrahydrofuran (1 mL) at 0° C., and the mixture was stirred for 1 hour. Diluted hydrochloric acid was added to the reaction mixture, and the mixture was extracted with ethyl acetate. The organic layer was washed with brine and dried over anhydrous magnesium sulfate and the solvent was removed under reduced press... Starting materials: N(=[N+]=[N-])CCN=[N+]=[N-] (1,2-diazidoethane), [NH4+] (ammonium), C(CCC)[Li] (butyllithium), CCCCCC (hexane), BrC1=NC=CC=C1 (2-bromopyridine). The solvent is N1=CC=CC=C1 (pyridine), O1CCCC1 (tetrahydrofuran), O1CCCC1 (tetrahydrofuran), O1CCCC1 (tetrahydrofuran). Reaction conditions: time 1 hour. The product is N1=C(C=CC=C1)NN=NCCN=NNC1=NC=CC=C1 (1,2-Bis(2-pyridyltriazeno)ethane). Reaction SMILES: C([Li])CCC.Br[C:7]1[CH:12]=[CH:11][CH:10]=[CH:9][N:8]=1.[N:13]([CH2:16][CH2:17][N:18]=[N+:19]=[N-:20])=[N+:14]=[N-:15].[NH4+:21].[CH3:22][CH2:23][CH2:24][CH2:25][CH2:26]C>O1CCCC1.N1C=CC=CC=1>[N:8]1[CH:9]=[CH:10][CH:11]=[CH:12][C:7]=1[NH:15][N:14]=[N:13][CH2:16][CH2:17][N:18]=[N:19][NH:20][C:26]1[CH:25]=[CH:24][CH:23]=[CH:22][N:21]=1. Reported procedure: A solution of butyllithium in hexane (5 ml., 2.5M) was dissolved in 10 ml. of tetrahydrofuran and cooled to -78° C. To this was added dropwise with stirring a solution of 1.98 g (12.5 mmoles) of 2-bromopyridine in 10 ml. of tetrahydrofuran. The dark yellow solution of the pyridine anion was mixed with a solution of 0.70 g (6.2 mmoles) of 1,2-diazidoethane in 10 ml. of tetrahydrofuran at -78° C. After 1 hr. of stirring the dark green solution was treated with 10 ml. of ammonium buffer. The color ... The reactants are CC[Si](Cl)(CC)CC, CCOC(=O)CC1=CC(O)CC1=O, CCOC(C)=O, c1c[nH]cn1. Product: CCOC(=O)CC1=CC(O[Si](CC)(CC)CC)CC1=O. Reaction SMILES: [CH2:19]([CH3:20])[Si:21]([Cl:22])([CH2:23][CH3:24])[CH2:25][CH3:26].[CH2:1]([CH3:2])[O:3][C:4](=[O:5])[CH2:6][C:7]1=[CH:11][CH:10]([OH:12])[CH2:9][C:8]1=[O:13].[CH3:27][CH2:28][O:29][C:30](=[O:31])[CH3:32].[nH:14]1[cH:15][cH:16][n:17][cH:18]1>>[CH2:1]([CH3:2])[O:3][C:4](=[O:5])[CH2:6][C:7]1=[CH:11][CH:10]([O:12][Si:21]([CH2:19][CH3:20])([CH2:23][CH3:24])[CH2:25][CH3:26])[CH2:9][C:8]1=[O:13]. Starting materials: BrB(Br)Br, CCCCNC(=O)C1=CCC2C3CCc4cc(OC)ccc4C3CCC12C, ClCCl. The product is CCCCNC(=O)C1=CCC2C3CCc4cc(O)ccc4C3CCC12C. Reaction SMILES: [B:28]([Br:29])([Br:30])[Br:31].[CH2:1]([CH2:2][CH2:3][CH3:4])[NH:5][C:6](=[O:7])[C:8]1=[CH:13][CH2:12][CH:11]2[C:9]1([CH3:10])[CH2:25][CH2:24][CH:23]1[CH:14]2[CH2:15][CH2:16][c:17]2[cH:18][c:19]([O:26][CH3:27])[cH:20][cH:21][c:22]21.[Cl:32][CH2:33][Cl:34]>>[CH2:1]([CH2:2][CH2:3][CH3:4])[NH:5][C:6](=[O:7])[C:8]1=[CH:13][CH2:12][CH:11]2[C:9]1([CH3:10])[CH2:25][CH2:24][CH:23]1[CH:14]2[CH2:15][CH2:16][c:17]2[cH:18][c:19]([OH:26])[cH:20][cH:21][c:22]21.